The task is: describe an organic reaction: reactants, conditions, products, and yield. This data is from the Open Reaction Database (ORD), a public repository of structured organic reaction records. The reactants are CCCCOCCOc1nsnc1-c1cccnc1, CI, CC(C)=O. Yields the product CCCCOCCOc1nsnc1-c1ccc[n+](C)c1, [I-]. Reaction SMILES: [CH2:3]([CH2:4][CH2:5][CH3:6])[O:7][CH2:8][CH2:9][O:10][c:11]1[n:12][s:13][n:14][c:15]1-[c:16]1[cH:17][n:18][cH:19][cH:20][cH:21]1.[CH3:1][I:2].[CH3:22][C:23](=[O:24])[CH3:25]>>[CH3:1][n+:18]1[cH:17][c:16](-[c:15]2[c:11]([O:10][CH2:9][CH2:8][O:7][CH2:3][CH2:4][CH2:5][CH3:6])[n:12][s:13][n:14]2)[cH:21][cH:20][cH:19]1.[I-:2]. Starting materials: CNC, CCOC(=O)c1ccccc1OC1=C[SH](OCCCl)NN(Cl)N1, C1CCOC1. Reaction SMILES: [CH3:24][NH:25][CH3:26].[Cl:1][N:2]1[NH:3][SH:4]([O:20][CH2:21][CH2:22][Cl:23])[CH:5]=[C:6]([O:8][c:9]2[c:10]([C:15](=[O:16])[O:17][CH2:18][CH3:19])[cH:11][cH:12][cH:13][cH:14]2)[NH:7]1.[O:27]1[CH2:28][CH2:29][CH2:30][CH2:31]1>>[N:2]1([N:25]([CH3:24])[CH3:26])[NH:3][SH:4]([O:20][CH2:21][CH2:22][Cl:23])[CH:5]=[C:6]([O:8][c:9]2[c:10]([C:15](=[O:16])[O:17][CH2:18][CH3:19])[cH:11][cH:12][cH:13][cH:14]2)[NH:7]1. Product: CCOC(=O)c1ccccc1OC1=C[SH](OCCCl)NN(N(C)C)N1. Reactants: FC1=C(C=C(C=C1)[N+](=O)[O-])NC(OC(C)(C)C)=O (tert-butyl (2-fluoro-5-nitrophenyl)carbamate). Reagents/catalysts: catalyst, [Pd] (Pd/C). Run in CO (MeOH). Conditions: time 8 hour. Product: FC1=C(C=C(C=C1)N)NC(OC(C)(C)C)=O (tert-butyl (2-fluoro-5-aminophenyl)carbamate). Yield: 64.7%. Reaction SMILES: [F:1][C:2]1[CH:7]=[CH:6][C:5]([N+:8]([O-])=O)=[CH:4][C:3]=1[NH:11][C:12](=[O:18])[O:13][C:14]([CH3:17])([CH3:16])[CH3:15]>CO.[Pd]>[F:1][C:2]1[CH:7]=[CH:6][C:5]([NH2:8])=[CH:4][C:3]=1[NH:11][C:12](=[O:18])[O:13][C:14]([CH3:16])([CH3:15])[CH3:17]. Procedure details: To a solution of tert-butyl (2-fluoro-5-nitrophenyl)carbamate (3.54 g, 13.8 mmol) in MeOH (100 mL) was added catalyst 10% Pd/C (0.15 g). The reaction was stirred at rt under H2 overnight, and filtered. The filtrate was concentrated in vacuo. The residue was purified by a silica gel column chromatography (PE/EtOAc (V/V)=4:1) to give the title compound as a yellowish solid (2.02 g, 65%).